From a dataset of the Open Reaction Database (ORD), a public repository of structured organic reaction records. describe an organic reaction: reactants, conditions, products, and yield The reactants are FC(F)(F)c1ccc(Cl)nc1, NCCc1ccc(O)cc1, CN(C)C=O, O. Product: NCCc1ccc(Oc2ccc(C(F)(F)F)cn2)cc1. As a reaction SMILES: [Cl:11][c:12]1[n:13][cH:14][c:15]([C:18]([F:19])([F:20])[F:21])[cH:16][cH:17]1.[NH2:1][CH2:2][CH2:3][c:4]1[cH:5][cH:6][c:7]([OH:8])[cH:9][cH:10]1.[O:23]=[CH:24][N:25]([CH3:26])[CH3:27].[OH2:22]>>[NH2:1][CH2:2][CH2:3][c:4]1[cH:5][cH:6][c:7]([O:8][c:12]2[n:13][cH:14][c:15]([C:18]([F:19])([F:20])[F:21])[cH:16][cH:17]2)[cH:9][cH:10]1. Reactants: [OH-].[Na+] (sodium hydroxide), [BH4-].[Na+] (sodium borohydride), NC=1C=C2OC3=CC(C(=C(C3=NC2=CC1)CCCCC)Cl)=O (7-amino-2-chloro-1-pentylphenoxazin-3-one), NC=1C=C2OC3=CC(C=C(C3=NC2=CC1)CCCCC)=O (7-amino-1-pentylphenoxazin-3-one), [H][H] (Hydrogen). Reagents/catalysts: [Pd] (Pd/C). Run in C(C)(=O)O (Acetic acid), O1CCCC1 (tetrahydrofuran), CN(C=O)C (dimethylformamide), O (water). The product is C1=CC2=C(C=C1N)OC3=CC(=O)C=CC3=N2 (resorufamine). As a reaction SMILES: [BH4-].[Na+].[OH-].[Na+].[H][H].[NH2:7][C:8]1[CH:9]=[C:10]2[C:19](=[CH:20][CH:21]=1)[N:18]=[C:17]1[C:12](=[CH:13][C:14](=[O:28])[C:15](Cl)=[C:16]1CCCCC)[O:11]2.NC1C=C2C(=CC=1)N=C1C(=CC(=O)C=C1CCCCC)O2>O.CN(C)C=O.O1CCCC1.[Pd].C(O)(=O)C>[CH:21]1[C:8]([NH2:7])=[CH:9][C:10]2[O:11][C:12]3[C:17](=[N:18][C:19]=2[CH:20]=1)[CH:16]=[CH:15][C:14](=[O:28])[CH:13]=3 |f:0.1,2.3|. Reported procedure: Acetic acid (30%, 200 cm3) from a 2-necked flask was added, dropwise, while stirring, to a solution consisting of approximately 5 g of sodium borohydride and 200 mg of sodium hydroxide dissolved in 200 cm3 of water. Hydrogen gas was passed through a 3-necked flask in which the mixture of 7-amino-2-chloro-1-pentylphenoxazin-3-one and 7-amino-1-pentylphenoxazin-3-one (0.564 g) was dissolved in anhydrous dimethylformamide (15 cm3 by heating and then cooling) and the solution was diluted with anhydr... The reactants are C(O)CN (ethanolamine), OCCN1C(C2=CC=CC=3C2=C(C1=O)C=CC3)=O (2-(2-Hydroxyethyl)-1H-benz[de]isoquinoline-1,3(2H)-dione), ( b ), NCCCCO (4-aminobutanol). The product is OCCCCN1C(C2=CC=CC=3C2=C(C1=O)C=CC3)=O (2-(4-hydroxybutyl)-1H-benz[de]isoquinoline-1,3(2H)-dione), 4-methylbenzenesulfonate ester. RXN SMILES: [NH2:1][CH2:2][CH2:3][CH2:4][CH2:5][OH:6].C(CN)O.OCCN1[C:23](=[O:24])[C:22]2[CH:25]=[CH:26][CH:27]=[C:20]3[C:21]=2[C:16](=[CH:17][CH:18]=[CH:19]3)[C:15]1=[O:28]>>[OH:6][CH2:5][CH2:4][CH2:3][CH2:2][N:1]1[C:15](=[O:28])[C:16]2[CH:17]=[CH:18][CH:19]=[C:20]3[C:21]=2[C:22](=[CH:25][CH:26]=[CH:27]3)[C:23]1=[O:24]. Reported procedure: Following the procedure of example 1(a) and (b) but substituting 4-aminobutanol for the ethanolamine in part (a) one obtains 2-(4-hydroxybutyl)-1H-benz[de]isoquinoline-1,3(2H)-dione, 4-methylbenzenesulfonate ester. Reactants: CS(C)=O, CCOC(C)=O, ClCCN1CCCC1, Cl, CC(C)(C)OC(=O)N1CCC(c2nc(CCC(F)(F)F)c[nH]2)CC1, [K+], [OH-]. Product: CC(C)(C)OC(=O)N1CCC(c2nc(CCC(F)(F)F)cn2CCN2CCCC2)CC1. As a reaction SMILES: [CH3:36][S:37](=[O:38])[CH3:39].[CH3:40][CH2:41][O:42][C:43](=[O:44])[CH3:45].[Cl:28][CH2:29][CH2:30][N:31]1[CH2:32][CH2:33][CH2:34][CH2:35]1.[ClH:27].[F:1][C:2]([CH2:3][CH2:4][c:5]1[n:6][c:7]([CH:10]2[CH2:11][CH2:12][N:13]([C:16](=[O:17])[O:18][C:19]([CH3:20])([CH3:21])[CH3:22])[CH2:14][CH2:15]2)[nH:8][cH:9]1)([F:23])[F:24].[K+:26].[OH-:25]>>[F:1][C:2]([CH2:3][CH2:4][c:5]1[n:6][c:7]([CH:10]2[CH2:11][CH2:12][N:13]([C:16](=[O:17])[O:18][C:19]([CH3:20])([CH3:21])[CH3:22])[CH2:14][CH2:15]2)[n:8]([CH2:29][CH2:30][N:31]2[CH2:32][CH2:33][CH2:34][CH2:35]2)[cH:9]1)([F:23])[F:24]. Reactants: CCOc1ccc(OCc2ccccc2)cc1C#N, CO, [H][H]. Yields the product CCOc1ccc(O)cc1C#N. RXN SMILES: [CH2:1]([c:2]1[cH:3][cH:4][cH:5][cH:6][cH:7]1)[O:8][c:9]1[cH:10][cH:11][c:12]([O:17][CH2:18][CH3:19])[c:13]([C:14]#[N:15])[cH:16]1.[CH3:22][OH:23].[H:20][H:21]>>[OH:8][c:9]1[cH:10][cH:11][c:12]([O:17][CH2:18][CH3:19])[c:13]([C:14]#[N:15])[cH:16]1. Starting materials: Brc1cccnc1, CC(C)(C)[O-], Cc1ccccc1, CCOC(C)=O, CCOCC, [Na+], NC1CCN(C2CCCCC2c2ccccc2)CC1, c1ccc(P(c2ccccc2)c2ccc3ccccc3c2-c2c(P(c3ccccc3)c3ccccc3)ccc3ccccc23)cc1. Product: c1ccc(C2CCCCC2N2CCC(Nc3cccnc3)CC2)cc1. As a reaction SMILES: [Br:1][c:2]1[cH:3][n:4][cH:5][cH:6][cH:7]1.[CH3:73][C:74]([CH3:75])([O-:76])[CH3:77].[CH3:79][c:80]1[cH:81][cH:82][cH:83][cH:84][cH:85]1.[CH3:86][CH2:87][O:88][C:89](=[O:90])[CH3:91].[CH3:92][CH2:93][O:94][CH2:95][CH3:96].[Na+:78].[c:8]1([CH:14]2[CH:15]([N:20]3[CH2:21][CH2:22][CH:23]([NH2:26])[CH2:24][CH2:25]3)[CH2:16][CH2:17][CH2:18][CH2:19]2)[cH:9][cH:10][cH:11][cH:12][cH:13]1.[cH:27]1[cH:28][cH:29][c:30]([P:31]([c:32]2[cH:33][cH:34][c:35]3[c:36]([cH:37][cH:38][cH:39][cH:40]3)[c:41]2-[c:42]2[c:43]3[c:44]([cH:45][cH:46][cH:47][cH:48]3)[cH:49][cH:50][c:51]2[P:52]([c:53]2[cH:54][cH:55][cH:56][cH:57][cH:58]2)[c:59]2[cH:60][cH:61][cH:62][cH:63][cH:64]2)[c:65]2[cH:66][cH:67][cH:68][cH:69][cH:70]2)[cH:71][cH:72]1>>[c:2]1([NH:26][CH:23]2[CH2:22][CH2:21][N:20]([CH:15]3[CH:14]([c:8]4[cH:9][cH:10][cH:11][cH:12][cH:13]4)[CH2:19][CH2:18][CH2:17][CH2:16]3)[CH2:25][CH2:24]2)[cH:3][n:4][cH:5][cH:6][cH:7]1.